This data is from the Open Reaction Database (ORD), a public repository of structured organic reaction records. The task is: describe an organic reaction: reactants, conditions, products, and yield Reactants: ClC=1C=C2CN(CCN(CCN(CC(C1)=N2)C(C)=O)C(C)=O)C(C)=O (13-Chloro-3,6,9-tris(acetyl)-3,6,9,15-tetraazabicyclo[9.3.1]pentadeca-1(15),11,13-triene), CC(C)(C)[O-].[K+] (potassium tert-butylate). Run in O1CCOCC1 (dioxane). Yields the product ClC=1C=C2CNCCNCCNCC(C1)=N2 (13-Chloro-3,6,9,15-tetraazabicyclo [9.3 . 1]pentadeca-1(15),11,13-triene). Reaction SMILES: [Cl:1][C:2]1[CH:3]=[C:4]2[N:16]=[C:14]([CH:15]=1)[CH2:13][N:12](C(=O)C)[CH2:11][CH2:10][N:9](C(=O)C)[CH2:8][CH2:7][N:6](C(=O)C)[CH2:5]2.CC([O-])(C)C.[K+]>O1CCOCC1>[Cl:1][C:2]1[CH:15]=[C:14]2[N:16]=[C:4]([CH:3]=1)[CH2:5][NH:6][CH2:7][CH2:8][NH:9][CH2:10][CH2:11][NH:12][CH2:13]2 |f:1.2|. Procedure details: 5.1 g (13-9mmol) of the title compound of Example 5 (h) is dissolved under nitrogen in 50 ml of dioxane. To this mixture is added 6.24 g (55.6 mmol) of potassium tert-butylate, and the mixture is refluxed overnight, evaporated to dryness, taken up in 50 ml of water, and extracted 4 times with 100 ml of hot toluene. The combined toluene phases are dried over magnesium sulfate and evaporated under vacuum. The residue is purified by chromatography (silica gel/methanol/water/ammonia (aq. 33%) =10/1/... The reactants are C1CCNC1, CS(=O)(=O)Cl, ClCCl, O=C(Nc1ccc(CCNc2ncnc3cc(C#CCCO)sc23)cc1)c1cccc(C(F)(F)F)c1. Product: O=C(Nc1ccc(CCNc2ncnc3cc(C#CCCN4CCCC4)sc23)cc1)c1cccc(C(F)(F)F)c1. Reaction SMILES: [CH2:42]1[CH2:43][CH2:44][NH:45][CH2:46]1.[CH3:37][S:38](=[O:39])(=[O:40])[Cl:41].[Cl:47][CH2:48][Cl:49].[OH:1][CH2:2][CH2:3][C:4]#[C:5][c:6]1[cH:7][c:8]2[n:9][cH:10][n:11][c:12]([NH:15][CH2:16][CH2:17][c:18]3[cH:19][cH:20][c:21]([NH:24][C:25]([c:26]4[cH:27][c:28]([C:32]([F:33])([F:34])[F:35])[cH:29][cH:30][cH:31]4)=[O:36])[cH:22][cH:23]3)[c:13]2[s:14]1>>[CH2:2]([CH2:3][C:4]#[C:5][c:6]1[cH:7][c:8]2[n:9][cH:10][n:11][c:12]([NH:15][CH2:16][CH2:17][c:18]3[cH:19][cH:20][c:21]([NH:24][C:25]([c:26]4[cH:27][c:28]([C:32]([F:33])([F:34])[F:35])[cH:29][cH:30][cH:31]4)=[O:36])[cH:22][cH:23]3)[c:13]2[s:14]1)[N:45]1[CH2:44][CH2:43][CH2:42][CH2:46]1.